From a dataset of the Open Reaction Database (ORD), a public repository of structured organic reaction records. describe an organic reaction: reactants, conditions, products, and yield Starting materials: C(C)(C)(C)OC(=O)N1CCC(CC1)C1CC=2C(=CN=C(C2)Cl)O1 (4-(5-chloro-2,3-dihydro-furo[2,3-c]pyridin-2-yl)-piperidine-1-carboxylic acid tert-butyl ester), C(CCC)[Sn](C1=CN=NC=C1)(CCCC)CCCC (4-(tributylstannyl)pyridazine). The solvent is CN(C=O)C (N,N-dimethylformamide). Conditions: temperature 120 celsius. The product is C(C)(C)(C)OC(=O)N1CCC(CC1)C1CC=2C(=CN=C(C2)C2=CN=NC=C2)O1 (4-(5-Pyridazin-4-yl-2,3-dihydro-furo[2,3-c]pyridin-2-yl)-piperidine-1-carboxylic acid tert-butyl ester). As a reaction SMILES: [C:1]([O:5][C:6]([N:8]1[CH2:13][CH2:12][CH:11]([CH:14]2[O:23][C:17]3=[CH:18][N:19]=[C:20](Cl)[CH:21]=[C:16]3[CH2:15]2)[CH2:10][CH2:9]1)=[O:7])([CH3:4])([CH3:3])[CH3:2].C([Sn](CCCC)(CCCC)[C:29]1[CH:34]=[CH:33][N:32]=[N:31][CH:30]=1)CCC>CN(C)C=O>[C:1]([O:5][C:6]([N:8]1[CH2:13][CH2:12][CH:11]([CH:14]2[O:23][C:17]3=[CH:18][N:19]=[C:20]([C:29]4[CH:34]=[CH:33][N:32]=[N:31][CH:30]=4)[CH:21]=[C:16]3[CH2:15]2)[CH2:10][CH2:9]1)=[O:7])([CH3:4])([CH3:3])[CH3:2]. Procedure details: A mixture of 4-(5-chloro-2,3-dihydro-furo[2,3-c]pyridin-2-yl)-piperidine-1-carboxylic acid tert-butyl ester (50 mg) and 4-(tributylstannyl)pyridazine (60 mg) in N,N-dimethylformamide (1 mL) is sparged with argon for 10 min and Pd(PPh3)3 (16 mg) is added. The resulting mixture is heated in an oil bath to 120° C. for 7 h. Ethyl acetate and water are added and the organic phase is separated, dried over MgSO4, and concentrated in vacuo. The residue is chromatographed on silica gel (dichloromethane/m... Reactants: C(=O)C1=CNC2=CC=C(C=C12)C(=O)OC (methyl 3-formylindole-5-carboxylate), CC(C)([O-])C.[K+] (potassium tert-butoxide), BrCCCCC1=CC=CC=C1 (1-bromo-4-phenylbutane), C(C)(=O)OCC (ethyl acetate). The solvent is CN(C=O)C (N,N-dimethylformamide). Run at time 18 hour. Product: C1(=CC=CC=C1)CCCCN1C=C(C2=CC(=CC=C12)C(=O)OC)C=O (Methyl 1-(4-phenylbutyl)-3-formylindole-5-carboxylate). The yield is 77.2%. RXN SMILES: [CH:1]([C:3]1[C:11]2[C:6](=[CH:7][CH:8]=[C:9]([C:12]([O:14][CH3:15])=[O:13])[CH:10]=2)[NH:5][CH:4]=1)=[O:2].CC(C)([O-])C.[K+].Br[CH2:23][CH2:24][CH2:25][CH2:26][C:27]1[CH:32]=[CH:31][CH:30]=[CH:29][CH:28]=1.C(OCC)(=O)C>CN(C)C=O>[C:27]1([CH2:26][CH2:25][CH2:24][CH2:23][N:5]2[C:6]3[C:11](=[CH:10][C:9]([C:12]([O:14][CH3:15])=[O:13])=[CH:8][CH:7]=3)[C:3]([CH:1]=[O:2])=[CH:4]2)[CH:32]=[CH:31][CH:30]=[CH:29][CH:28]=1 |f:1.2|. Procedure: A solution of methyl 3-formylindole-5-carboxylate (2.234 g, 11.0 mmol) and potassium tert-butoxide (1.259 g, 11.2 mmol) in dry N,N-dimethylformamide (50 ml) was added with 1-bromo-4-phenylbutane (2.385 g, 11.2 mmol) and left under stirring at room temperature for 18 h. After that the solvent was evaporated off under reduced pressure, the resulting residue was partitioned between a NaCl saturated solution (50 ml) and chloroform (50 ml) and the aqueous phase was extracted with chloroform (3×50 ml)... Isolated yield 80.0%. Reaction SMILES: [CH3:1][O:2][C:3]1[CH:4]=[C:5]([CH:18]=[CH:19][C:20]=1[C:21]([O:23][CH3:24])=[O:22])[NH:6][CH:7]=[C:8]1[C:13](=[O:14])OC(C)(C)OC1=O.C(=O)=O>C1C=CC(C2C=CC=CC=2)=CC=1.C1C=CC(OC2C=CC=CC=2)=CC=1>[CH3:1][O:2][C:3]1[CH:4]=[C:5]2[C:18]([C:13](=[O:14])[CH:8]=[CH:7][NH:6]2)=[CH:19][C:20]=1[C:21]([O:23][CH3:24])=[O:22] |f:2.3|. The solvent is C1=CC=C(C=C1)C2=CC=CC=C2.C1=CC=C(C=C1)OC2=CC=CC=C2 (DOWTHERM A). Product: COC1=C(C=C2C(C=CNC2=C1)=O)C(=O)OC (7-methoxy-6-methoxycarbonyl-1,4-dihydroquinolin-4-one). Reported procedure: 5-((3-Methoxy-4-methoxycarbonylanilino)methylene)-2,2-dimethyl-1,3-dioxane-4,6-dione (10 g, 29.8 mmol) was suspended in DOWTHERM A, (trade mark of Fluka Chemie AG), (125 ml) and heated to 180-190° C. over 30 minutes. The starting material dissolved at 100° C. and carbon dioxide came off at approximately 180° C. The heating was stopped after a further 30 minutes and the product precipitated out as the temperature dropped. Upon reaching 40° C. ether was added and the mixture was stirred for 30 min... The reactants are COC=1C=C(NC=C2C(OC(OC2=O)(C)C)=O)C=CC1C(=O)OC (5-((3-Methoxy-4-methoxycarbonylanilino)methylene)-2,2-dimethyl-1,3-dioxane-4,6-dione), C(=O)=O (carbon dioxide). Run at temperature 185 celsius, time 30 minute.